This data is from the Open Reaction Database (ORD), a public repository of structured organic reaction records. The task is: describe an organic reaction: reactants, conditions, products, and yield The reactants are OC1=CC=C(C(=O)O)C=C1 (4-Hydroxybenzoic acid), C(CCC)N1C(N(C(C=2NC(=NC12)Cl)=O)CCCC/C(/NO)=N/[H])=O ((1Z)-5-(3-Butyl-8-chloro-2,6-dioxo-2,3,6,7-tetrahydro-1H-purin-1-yl)-N-hydroxypentanimidamide). Solvent: CS(=O)C (DMSO). Reaction conditions: temperature 90 celsius, time 16 hour. Yields the product C(CCC)N1C(N(C(C=2NC(=NC12)Cl)=O)CCCCC1=NOC(=N1)C1=CC=C(C=C1)O)=O (3-Butyl-8-chloro-1-{4-[5-(4-hydroxyphenyl)-1,2,4-oxadiazol-3-yl]butyl}-3,7-dihydro-1H-purine-2,6-dione). The yield is 4.4%. As a reaction SMILES: [OH:1][C:2]1[CH:10]=[CH:9][C:5]([C:6]([OH:8])=O)=[CH:4][CH:3]=1.[CH2:11]([N:15]1[C:23]2[N:22]=[C:21]([Cl:24])[NH:20][C:19]=2[C:18](=[O:25])[N:17]([CH2:26][CH2:27][CH2:28][CH2:29]/[C:30](=[N:33]/[H])/[NH:31]O)[C:16]1=[O:35])[CH2:12][CH2:13][CH3:14]>CS(C)=O>[CH2:11]([N:15]1[C:23]2[N:22]=[C:21]([Cl:24])[NH:20][C:19]=2[C:18](=[O:25])[N:17]([CH2:26][CH2:27][CH2:28][CH2:29][C:30]2[N:31]=[C:6]([C:5]3[CH:4]=[CH:3][C:2]([OH:1])=[CH:10][CH:9]=3)[O:8][N:33]=2)[C:16]1=[O:35])[CH2:12][CH2:13][CH3:14]. Procedure: 4-Hydroxybenzoic acid (35 mg, 0.25 mmol) and CDl (45 mg, 0.28 mmol) were stirred in anhydrous DMSO (0.9 ml) at rt for 1 h. (1Z)-5-(3-Butyl-8-chloro-2,6-dioxo-2,3,6,7-tetrahydro-1H-purin-1-yl)-N-hydroxypentanimidamide (100 mg, 0.28 mmol) was added and the mixture was stirred at 90° C. for 16 h. The mixture was purified by MDAP to give the title compound as a white solid (5 mg, 4%).